Task: describe an organic reaction: reactants, conditions, products, and yield. Dataset: the Open Reaction Database (ORD), a public repository of structured organic reaction records Starting materials: CC(=O)n1ncc2c(OCC3CO3)cccc21, ClCCl, N, O=C=O, O. The product is c1cc(OCC2CO2)c2cn[nH]c2c1. RXN SMILES: [C:1](=[O:2])([CH3:3])[n:4]1[n:5][cH:6][c:7]2[c:8]([O:13][CH2:14][CH:15]3[CH2:16][O:17]3)[cH:9][cH:10][cH:11][c:12]12.[CH2:23]([Cl:24])[Cl:25].[NH3:18].[O:19]=[C:20]=[O:21].[OH2:22]>>[nH:4]1[n:5][cH:6][c:7]2[c:8]([O:13][CH2:14][CH:15]3[CH2:16][O:17]3)[cH:9][cH:10][cH:11][c:12]12. The reactants are CCN(C(C)C)C(C)C, COc1ccc(Cl)cc1C(=O)Cl, CCOC(=O)CCCCCNc1ccccc1-c1ccccc1, c1ccccc1. Product: CCOC(=O)CCCCCN(C(=O)c1cc(Cl)ccc1OC)c1ccccc1-c1ccccc1. RXN SMILES: [CH2:24]([N:25]([CH:26]([CH3:27])[CH3:28])[CH:29]([CH3:30])[CH3:31])[CH3:32].[Cl:33][c:34]1[cH:35][cH:36][c:37]([O:43][CH3:44])[c:38]([C:39](=[O:40])[Cl:41])[cH:42]1.[c:1]1(-[c:18]2[cH:19][cH:20][cH:21][cH:22][cH:23]2)[c:2]([NH:7][CH2:8][CH2:9][CH2:10][CH2:11][CH2:12][C:13](=[O:14])[O:15][CH2:16][CH3:17])[cH:3][cH:4][cH:5][cH:6]1.[cH:45]1[cH:46][cH:47][cH:48][cH:49][cH:50]1>>[c:1]1(-[c:18]2[cH:19][cH:20][cH:21][cH:22][cH:23]2)[c:2]([N:7]([CH2:8][CH2:9][CH2:10][CH2:11][CH2:12][C:13](=[O:14])[O:15][CH2:16][CH3:17])[C:39]([c:38]2[c:37]([O:43][CH3:44])[cH:36][cH:35][c:34]([Cl:33])[cH:42]2)=[O:40])[cH:3][cH:4][cH:5][cH:6]1. Starting materials: O1CCOC12CCNCC2 (1,4-Dioxa-8-azaspiro[4.5]decane), ClC1=NC=C(C=N1)CC (2-chloro-5-ethylpyrimidine), CN(C=O)C (N,N-dimethylformamide), O1CCOCC1 (1,4-dioxane). The solvent is C(C)N(CC)CC (triethylamine). Reaction conditions: time 22 hour. Product: C(C)C=1C=NC(=NC1)N1CCC2(OCCO2)CC1 (8-(5-Ethylpyrimidin-2-yl)-1,4-dioxa-8-azaspiro[4.5]decane). Reaction SMILES: [O:1]1[C:5]2([CH2:10][CH2:9][NH:8][CH2:7][CH2:6]2)[O:4][CH2:3][CH2:2]1.Cl[C:12]1[N:17]=[CH:16][C:15]([CH2:18][CH3:19])=[CH:14][N:13]=1.CN(C)C=O.O1CCOCC1>C(N(CC)CC)C>[CH2:18]([C:15]1[CH:14]=[N:13][C:12]([N:8]2[CH2:9][CH2:10][C:5]3([O:4][CH2:3][CH2:2][O:1]3)[CH2:6][CH2:7]2)=[N:17][CH:16]=1)[CH3:19]. Procedure: 1,4-Dioxa-8-azaspiro[4.5]decane (1.76 g), 2-chloro-5-ethylpyrimidine (1.7 g), N,N-dimethylformamide (50 mL), 1,4-dioxane (75 mL) and triethylamine (5.07 ml) are heated in a sealed vessel at 120° C. with stirring for 22 h. After cooling the mixture is concentrated and partitioned between ethyl acetate (100 mL) and water (100 mL). The water layer is extracted with ethyl acetate (100 mL) and the combined ethyl acetate layers are dried over Na2SO4, filtered and concentrated to give the title compoun... Yields the product CC(C)(C)OC(=O)NCCN(CC(=O)O)C(=O)C(Cc1cn(C(c2ccccc2)(c2ccccc2)c2ccccc2)cn1)NC(=O)OCc1ccccc1. The reactants are COC(=O)CN(CCNC(=O)OC(C)(C)C)C(=O)C(Cc1cn(C(c2ccccc2)(c2ccccc2)c2ccccc2)cn1)NC(=O)OCc1ccccc1, CO, [Na+], C1CCOC1, [OH-], O. Reaction SMILES: [CH3:1][O:2][C:3]([CH2:4][N:5]([CH2:6][CH2:7][NH:8][C:9](=[O:10])[O:11][C:12]([CH3:13])([CH3:14])[CH3:15])[C:16]([CH:17]([CH2:18][c:19]1[n:20][cH:21][n:22]([C:24]([c:25]2[cH:26][cH:27][cH:28][cH:29][cH:30]2)([c:31]2[cH:32][cH:33][cH:34][cH:35][cH:36]2)[c:37]2[cH:38][cH:39][cH:40][cH:41][cH:42]2)[cH:23]1)[NH:43][C:44](=[O:45])[O:46][CH2:47][c:48]1[cH:49][cH:50][cH:51][cH:52][cH:53]1)=[O:54])=[O:55].[CH3:56][OH:57].[Na+:60].[O:61]1[CH2:62][CH2:63][CH2:64][CH2:65]1.[OH-:59].[OH2:58]>>[O:2]=[C:3]([CH2:4][N:5]([CH2:6][CH2:7][NH:8][C:9](=[O:10])[O:11][C:12]([CH3:13])([CH3:14])[CH3:15])[C:16]([CH:17]([CH2:18][c:19]1[n:20][cH:21][n:22]([C:24]([c:25]2[cH:26][cH:27][cH:28][cH:29][cH:30]2)([c:31]2[cH:32][cH:33][cH:34][cH:35][cH:36]2)[c:37]2[cH:38][cH:39][cH:40][cH:41][cH:42]2)[cH:23]1)[NH:43][C:44](=[O:45])[O:46][CH2:47][c:48]1[cH:49][cH:50][cH:51][cH:52][cH:53]1)=[O:54])[OH:55].